From a dataset of the Open Reaction Database (ORD), a public repository of structured organic reaction records. describe an organic reaction: reactants, conditions, products, and yield Starting materials: C1(CC1)NC(C1=CC(=C(C(=C1)F)C)C=1C=C2C(=CN(C(C2=CC1)=O)CC1CC1)C=O)=O (N-Cyclopropyl-3-(2-(cyclopropylmethyl)-4-formyl-1-oxo-1,2-dihydroisoquinolin-6-yl)-5-fluoro-4-methylbenzamide), CN(C(OC(C)(C)C)=O)C1CCNCC1 (methylpiperidine-4-yl-carbamic acid, tert-butyl ester), C(C)(=O)O[BH-](OC(C)=O)OC(C)=O.[Na+] (sodium triacetoxyborohydride). Run in ClCCl (dichloromethane), ClCCl (dichloromethane). Reaction conditions: time 24 hour. The product is C1(CC1)NC(C1=CC(=C(C(=C1)F)C)C=1C=C2C(=CN(C(C2=CC1)=O)CC1CC1)CN1CCC(CC1)NC)=O (N-Cyclopropyl-3-(2-(cyclopropylmethyl)-4-((4-(methylamino)piperidin-1-yl)methyl)-1-oxo-1,2-dihydroisoquinolin-6-yl)-5-fluoro-4-methylbenzamide). As a reaction SMILES: [CH:1]1([NH:4][C:5](=[O:31])[C:6]2[CH:11]=[C:10]([F:12])[C:9]([CH3:13])=[C:8]([C:14]3[CH:15]=[C:16]4[C:21](=[CH:22][CH:23]=3)[C:20](=[O:24])[N:19]([CH2:25][CH:26]3[CH2:28][CH2:27]3)[CH:18]=[C:17]4[CH:29]=O)[CH:7]=2)[CH2:3][CH2:2]1.[CH3:32][N:33]([CH:41]1[CH2:46][CH2:45][NH:44][CH2:43][CH2:42]1)C(=O)OC(C)(C)C.C(O[BH-](OC(=O)C)OC(=O)C)(=O)C.[Na+]>ClCCl>[CH:1]1([NH:4][C:5](=[O:31])[C:6]2[CH:11]=[C:10]([F:12])[C:9]([CH3:13])=[C:8]([C:14]3[CH:15]=[C:16]4[C:21](=[CH:22][CH:23]=3)[C:20](=[O:24])[N:19]([CH2:25][CH:26]3[CH2:27][CH2:28]3)[CH:18]=[C:17]4[CH2:29][N:44]3[CH2:45][CH2:46][CH:41]([NH:33][CH3:32])[CH2:42][CH2:43]3)[CH:7]=2)[CH2:3][CH2:2]1 |f:2.3|. Reported procedure: To a solution of the product of Example 75 step i) (320 mg) in dichloromethane (15 mL) was added methylpiperidine-4-yl-carbamic acid, tert-butyl ester (490 mg) and the reaction was stirred at room temperature for 10 minutes before the addition of sodium triacetoxyborohydride (490 mg). The reaction was then stirred at room temperature for 24 hours. The reaction mixture was diluted with dichloromethane (50 mL), washed with water (50 mL), dried over magnesium sulfate, filtered and evaporated in vac... Starting materials: NC1=NC(c2cccc(Br)c2)(c2ccnc(Cl)c2)c2ccccc21, OB(O)c1cncnc1. The product is NC1=NC(c2cccc(-c3cncnc3)c2)(c2ccnc(Cl)c2)c2ccccc21. As a reaction SMILES: [Br:1][c:2]1[cH:3][c:4]([C:8]2([c:18]3[cH:19][c:20]([Cl:24])[n:21][cH:22][cH:23]3)[N:9]=[C:10]([NH2:17])[c:11]3[cH:12][cH:13][cH:14][cH:15][c:16]32)[cH:5][cH:6][cH:7]1.[n:25]1[cH:26][n:27][cH:28][c:29]([B:31]([OH:32])[OH:33])[cH:30]1>>[c:2]1(-[c:29]2[cH:28][n:27][cH:26][n:25][cH:30]2)[cH:3][c:4]([C:8]2([c:18]3[cH:19][c:20]([Cl:24])[n:21][cH:22][cH:23]3)[N:9]=[C:10]([NH2:17])[c:11]3[cH:12][cH:13][cH:14][cH:15][c:16]32)[cH:5][cH:6][cH:7]1. The reactants are CC(C)S(=O)(=O)NC1C(CCC1)OCC1=CC=CC=C1 ([(Methylethyl)sulfonyl][2-(phenylmethoxy)cyclopentyl]amine). The reagents and catalysts are [Pd] (palladium on carbon). The solvent is C(C)O (ethanol). The product is OC1C(CCC1)NS(=O)(=O)C(C)C ((2-Hydroxycyclopentyl)[(methylethyl)sulfonyl]amine). Reaction SMILES: [CH3:1][CH:2]([S:4]([NH:7][CH:8]1[CH2:12][CH2:11][CH2:10][CH:9]1[O:13]CC1C=CC=CC=1)(=[O:6])=[O:5])[CH3:3]>[Pd].C(O)C>[OH:13][CH:9]1[CH2:10][CH2:11][CH2:12][CH:8]1[NH:7][S:4]([CH:2]([CH3:3])[CH3:1])(=[O:6])=[O:5]. Reported procedure: Scheme IA, step B: [(Methylethyl)sulfonyl][2-(phenylmethoxy)cyclopentyl]amine (2.00 g, 6.72 mmol), palladium on carbon (250 mg) and ethanol (50 mL) were combined and placed on the power shaker under a hydrogen atmosphere at 60 psi's overnight. In the morning, the solution was filtered over a Celite® mat and the resulting filtrate was concentrated under reduced vacuum to yield 1.50 g as a viscous oil. TLC showed material was very pure and was used without further purification. Yield=Quantitative.... Reactants: CCCCCCCCCCCCc1ccc(O)c([N+](=O)[O-])c1, [H][H], C1CCOC1, [Pd]. Yields the product CCCCCCCCCCCCc1ccc(O)c(N)c1. As a reaction SMILES: [CH2:1]([CH2:2][CH2:3][CH2:4][CH2:5][CH2:6][CH2:7][CH2:8][CH2:9][CH2:10][CH2:11][CH3:12])[c:13]1[cH:14][c:15]([N+:20]([O-:21])=[O:22])[c:16]([OH:19])[cH:17][cH:18]1.[H:23][H:24].[O:26]1[CH2:27][CH2:28][CH2:29][CH2:30]1.[Pd:25]>>[CH2:1]([CH2:2][CH2:3][CH2:4][CH2:5][CH2:6][CH2:7][CH2:8][CH2:9][CH2:10][CH2:11][CH3:12])[c:13]1[cH:14][c:15]([NH2:20])[c:16]([OH:19])[cH:17][cH:18]1. The reactants are Cn1nnnc1SCCCCS(=O)(=O)c1nnnn1C, O=CO, O, OO. Yields the product Cn1nnnc1S(=O)CCCCS(=O)(=O)c1nnnn1C. Reaction SMILES: [CH3:1][n:2]1[n:3][n:4][n:5][c:6]1[S:7](=[O:8])(=[O:9])[CH2:10][CH2:11][CH2:12][CH2:13][S:14][c:15]1[n:16][n:17][n:18][n:19]1[CH3:20].[CH:24]([OH:25])=[O:26].[OH2:23].[OH:21][OH:22]>>[CH3:1][n:2]1[n:3][n:4][n:5][c:6]1[S:7](=[O:8])(=[O:9])[CH2:10][CH2:11][CH2:12][CH2:13][S:14]([c:15]1[n:16][n:17][n:18][n:19]1[CH3:20])=[O:21]. Reactants: Cl (hydrogen chloride), C(C)(C)(C)OC(=O)N1CCC(CC1)N1C(N(C2=C1C=CC=C2)C)=O (1,3-dihydro-1-(1-tert-butyloxycarbonylpiperidin-4-yl)-3-methyl-2H-benzimidazol-2-one). Run in C(C)(=O)OCC (ethyl acetate). Reaction conditions: time 1 hour. The product is N1CCC(CC1)N1C(NC2=C1C=CC=C2)=O (1,3-dihydro-1-(4-piperidinyl)-2H-benzimidazol-2-one). RXN SMILES: Cl.C(OC([N:9]1[CH2:14][CH2:13][CH:12]([N:15]2[C:19]3[CH:20]=[CH:21][CH:22]=[CH:23][C:18]=3[N:17](C)[C:16]2=[O:25])[CH2:11][CH2:10]1)=O)(C)(C)C>C(OCC)(=O)C>[NH:9]1[CH2:10][CH2:11][CH:12]([N:15]2[C:19]3[CH:20]=[CH:21][CH:22]=[CH:23][C:18]=3[NH:17][C:16]2=[O:25])[CH2:13][CH2:14]1. Procedure: A stream of hydrogen chloride gas was dispersed through a stirred, ice cold solution of 0.383 g of 1,3-dihydro-1-(1-tert-butyloxycarbonylpiperidin-4-yl)-3-methyl-2H-benzimidazol-2-one in 500 mL of ethyl acetate for 30 min. Stirring was continued at 0° C. for 1 h, then at ambient temperature for 1 h. The suspension was partitioned between 250 mL of chloroform and 50 mL of saturated Na2CO3. Drying under reduced pressure gave 0.296 of 1,3-dihydro-1-(4-piperidinyl)-2H-benzimidazol-2-one as an off-wh...